From a dataset of the Open Reaction Database (ORD), a public repository of structured organic reaction records. describe an organic reaction: reactants, conditions, products, and yield Yields the product CCN1CCN(NC(=O)c2ccc(Nc3ncc4c(n3)N(C3CCCCC3)CC(F)(F)C(=O)N4C)c(OC)c2)CC1. As a reaction SMILES: [CH2:40]([CH3:41])[Br:42].[CH:1]1([N:7]2[c:8]3[c:9]([cH:18][n:19][c:20]([NH:22][c:23]4[c:24]([O:38][CH3:39])[cH:25][c:26]([C:27](=[O:28])[NH:29][N:30]5[CH2:31][CH2:32][NH:33][CH2:34][CH2:35]5)[cH:36][cH:37]4)[n:21]3)[N:10]([CH3:17])[C:11](=[O:16])[C:12]([F:14])([F:15])[CH2:13]2)[CH2:2][CH2:3][CH2:4][CH2:5][CH2:6]1.[CH:43]([N:44]([CH2:45][CH3:46])[CH:47]([CH3:48])[CH3:49])([CH3:50])[CH3:51].[O:52]=[CH:53][N:54]([CH3:55])[CH3:56]>>[CH:1]1([N:7]2[c:8]3[c:9]([cH:18][n:19][c:20]([NH:22][c:23]4[c:24]([O:38][CH3:39])[cH:25][c:26]([C:27](=[O:28])[NH:29][N:30]5[CH2:31][CH2:32][N:33]([CH2:40][CH3:41])[CH2:34][CH2:35]5)[cH:36][cH:37]4)[n:21]3)[N:10]([CH3:17])[C:11](=[O:16])[C:12]([F:14])([F:15])[CH2:13]2)[CH2:2][CH2:3][CH2:4][CH2:5][CH2:6]1. Reactants: CCBr, COc1cc(C(=O)NN2CCNCC2)ccc1Nc1ncc2c(n1)N(C1CCCCC1)CC(F)(F)C(=O)N2C, CCN(C(C)C)C(C)C, CN(C)C=O. Starting materials: BrC1=CC=C(N)C=C1 (p-bromoaniline), 2-(4-bromophenylamino)-6,7-quinoxaline, Compound 30, ClC1=NC2=CC(=C(C=C2N=C1)C)C (2-chloro-6,7-dimethyl quinoxaline). Product: BrC1=CC=C(C=C1)NC1=NC2=CC(=C(C=C2N=C1)C)C (2-[(4-bromophenyl)amino]-6,7-dimethyl-quinoxaline). Yield: 7.3%. As a reaction SMILES: Cl[C:2]1[CH:11]=[N:10][C:9]2[C:4](=[CH:5][C:6]([CH3:13])=[C:7]([CH3:12])[CH:8]=2)[N:3]=1.[Br:14][C:15]1[CH:21]=[CH:20][C:18]([NH2:19])=[CH:17][CH:16]=1>>[Br:14][C:15]1[CH:21]=[CH:20][C:18]([NH:19][C:2]2[CH:11]=[N:10][C:9]3[C:4](=[CH:5][C:6]([CH3:13])=[C:7]([CH3:12])[CH:8]=3)[N:3]=2)=[CH:17][CH:16]=1. Procedure details: A preferred method of synthesis of 2-(4-bromophenylamino)-6,7-quinoxaline (Compound 30) is as follows: 200 mg of 2-chloro-6,7-dimethyl quinoxaline (synthesized according to the protocol at Section 5.13, step 2) and 0.8 g of p-bromoaniline were heated at 100° for 3.5 hours. Chromatography gave 25 mg (37% yield) of a light yellow solid, having a melting point of 235° C. Starting materials: C(C)OCCOCCOC (diethylene glycol methyl ethyl ether), silicone, CC1CO1.C1CO1 (ADEKA PLURONIC F-108), 20.0, C (carbon black), zirconia. The solvent is O (water), O (water), O (water). The product is C(CCC)OCCOCCOCCO (Triethylene glycol monobutyl ether). Reaction SMILES: C.[CH2:2]([O:4][CH2:5][CH2:6][O:7][CH2:8][CH2:9][O:10][CH3:11])[CH3:3].CC1[O:15][CH2:14]1.[CH2:16]1O[CH2:17]1>O>[CH2:2]([O:4][CH2:5][CH2:6][O:7][CH2:8][CH2:9][O:10][CH2:11][CH2:14][OH:15])[CH2:3][CH2:16][CH3:17] |f:2.3|. Procedure details: Ink 27 was prepared with reference to Example 1 of Patent Literature 4 (Japanese Patent Application Laid-Open No. 2010-018741). A mixture of 20.0 parts of carbon black (trade name: Monarch (M) 1000, product of Cabot), 12.0 parts of a polymer dispersant (trade name: BYK190, product of BYK Japan) and 68.0 parts of ion-exchanged water was treated by a Nano mill in which the packing rate of zirconia beads having a diameter of 0.5 mm was set to 80%, thereby preparing a pigment dispersion having a pig... The reactants are CCOc1ccc2c(c1)CC1(CCC(=O)CC1)C2=O, O=C1CCC2(CC1)CCc1ccccc1C2. Product: OC1CCC2(CCc3ccccc3C2)CC1. Reaction SMILES: [CH2:17]([O:18][c:19]1[cH:20][c:21]2[c:22]([cH:23][cH:24]1)[C:25](=[O:26])[C:27]1([CH2:28][CH2:29][C:30](=[O:31])[CH2:32][CH2:33]1)[CH2:34]2)[CH3:35].[CH2:1]1[c:2]2[cH:3][cH:4][cH:5][cH:6][c:7]2[CH2:8][CH2:9][C:10]12[CH2:11][CH2:12][C:13](=[O:16])[CH2:14][CH2:15]2>>[CH2:1]1[c:2]2[cH:3][cH:4][cH:5][cH:6][c:7]2[CH2:8][CH2:9][C:10]12[CH2:11][CH2:12][CH:13]([OH:16])[CH2:14][CH2:15]2. The reactants are 123.8, Br.Br.CC1=C(C=CC(=C1)N1CCNCC1)O (2-methyl-4-(1-piperazinyl)phenol dihydrobromide), FC1=CC=C(C=C1)[N+](=O)[O-] (1-fluoro-4-nitrobenzene), C([O-])([O-])=O.[Na+].[Na+] (sodium carbonate), CS(=O)C (dimethyl sulfoxide). The solvent is O (water). Product: CC1=C(C=CC(=C1)N1CCN(CC1)C1=CC=C(C=C1)[N+](=O)[O-])O (2-methyl-4-[4-(4-nitrophenyl)-1-piperazinyl]phenol), compound 1.12. Yield: 92.3%. As a reaction SMILES: Br.Br.[CH3:3][C:4]1[CH:9]=[C:8]([N:10]2[CH2:15][CH2:14][NH:13][CH2:12][CH2:11]2)[CH:7]=[CH:6][C:5]=1[OH:16].F[C:18]1[CH:23]=[CH:22][C:21]([N+:24]([O-:26])=[O:25])=[CH:20][CH:19]=1.C(=O)([O-])[O-].[Na+].[Na+].CS(C)=O>O>[CH3:3][C:4]1[CH:9]=[C:8]([N:10]2[CH2:11][CH2:12][N:13]([C:18]3[CH:23]=[CH:22][C:21]([N+:24]([O-:26])=[O:25])=[CH:20][CH:19]=3)[CH2:14][CH2:15]2)[CH:7]=[CH:6][C:5]=1[OH:16] |f:0.1.2,4.5.6|. Reported procedure: A mixture of 123.8 parts of 2-methyl-4-(1-piperazinyl)phenol dihydrobromide, 49.4 parts of 1-fluoro-4-nitrobenzene, 58.2 parts of sodium carbonate and 300 parts of dimethyl sulfoxide was stirred over weedend at room temperature. The reaction mixture was poured into water. The product was filtered of, washed with 2-propanol and dried, yielding 101.2 parts (92.3%) of 2-methyl-4-[4-(4-nitrophenyl)-1-piperazinyl]phenol as a solid residue (compound 1.12).